The task is: describe an organic reaction: reactants, conditions, products, and yield. This data is from the Open Reaction Database (ORD), a public repository of structured organic reaction records. The reactants are S(=O)(=O)(Cl)Cl (sulphuryl chloride), ClC1=C(C(=O)OC(C)C)C=C(C(=C1)F)N1C(N(C(=CC1=O)C)C)=O (isopropyl 2-chloro-4-fluoro-5-[3,6-dihydro-3,4-dimethyl-2,6-dioxo-1(2H)-pyrimidinyl]-benzoate). The solvent is C(C)(=O)O (acetic acid). Conditions: time 15 minute. Yields the product ClC1=C(C(=O)OC(C)C)C=C(C(=C1)F)N1C(N(C(=C(C1=O)Cl)C)C)=O (Isopropyl 2-chloro-4-fluoro-5-[5-chloro-3,6-dihydro-3,4-dimethyl-2,6-dioxo-1(2H)-pyrimidinyl]-benzoate). Reaction SMILES: S(Cl)([Cl:4])(=O)=O.[Cl:6][C:7]1[CH:18]=[C:17]([F:19])[C:16]([N:20]2[C:25](=[O:26])[CH:24]=[C:23]([CH3:27])[N:22]([CH3:28])[C:21]2=[O:29])=[CH:15][C:8]=1[C:9]([O:11][CH:12]([CH3:14])[CH3:13])=[O:10]>C(O)(=O)C>[Cl:6][C:7]1[CH:18]=[C:17]([F:19])[C:16]([N:20]2[C:25](=[O:26])[C:24]([Cl:4])=[C:23]([CH3:27])[N:22]([CH3:28])[C:21]2=[O:29])=[CH:15][C:8]=1[C:9]([O:11][CH:12]([CH3:14])[CH3:13])=[O:10]. Reported procedure: 6.3 g of sulphuryl chloride are added dropwise with stirring to a solution of 15.0 g of isopropyl 2-chloro-4-fluoro-5-[3,6-dihydro-3,4-dimethyl-2,6-dioxo-1(2H)-pyrimidinyl]-benzoate in 100 ml of acetic acid at room temperature during 1 minute, during which the temperature rises to approx. 30° C. Then the reaction mixture is stirred for a further 15 minutes at room temperature and evaporated to dryness under reduced pressure. The residue is dissolved in ethyl acetate and the solution washed in tu... Reactants: CC(C)([O-])C.[K+] (Potassium tert-butoxide), [I-].C[S+](C)C (trimethylsulfonium iodide), CC(C(=O)C1=CC=NC=C1)C (2-methyl-1-(pyridin-4-yl)propan-1-one). Run in O (water). Conditions: temperature 0 celsius. Yields the product C(C)(C)C1(OC1)C1=CC=NC=C1 (4-(2-isopropyloxiran-2-yl)pyridine). The yield is 91.3%. As a reaction SMILES: [CH3:1]C(C)([O-])C.[K+].[I-].C[S+](C)C.[CH3:12][CH:13]([CH3:22])[C:14]([C:16]1[CH:21]=[CH:20][N:19]=[CH:18][CH:17]=1)=[O:15]>O>[CH:13]([C:14]1([C:16]2[CH:21]=[CH:20][N:19]=[CH:18][CH:17]=2)[CH2:1][O:15]1)([CH3:22])[CH3:12] |f:0.1,2.3|. Procedure details: Potassium tert-butoxide (0.098 g, 0.80 mmol) and trimethylsulfonium iodide (0.164 g, 0.8 mmol) were mixed at RT and stirred at 0° C. To this was added 2-methyl-1-(pyridin-4-yl)propan-1-one (0.100 g, 0.671 mmol) slowly. The reaction mixture was stirred at 0° C. for 15 min. and then warmed to and stirred at 70° C. for 1 h. The reaction mixture diluted with water and extracted with EtOAc (3 10 mL), organic layer dried on sodium sulfate and concentrated under vacuum to obtain 4-(2-isopropyloxiran-2-... Reported procedure: Upon cooling by an ice-water bath, 3′-amino-5′-fluoro-2′-hydroxy-biphenyl-3-carboxylic acid 2f (296 mg, 1.20 mmol) was dissolved in 10 mL of hydrochloric acid (1 N) followed by addition of 10 mL of aqueous sodium nitrite (91 mg, 1.32 mmol) and 2-indan-5-yl-5-methyl-2,4-dihydro-pyrazol-3-one 1i (257 mg, 1.20 mmol). The mixture was adjusted to pH 8 with saturated aqueous sodium bicarbonate, followed by addition of 10 mL of ethanol. The mixture was warmed up to room temperature overnight. The react... The solvent is Cl (hydrochloric acid), C(C)O (ethanol). Yield: 15.3%. The reactants are C([O-])(O)=O.[Na+] (sodium bicarbonate), N(=O)[O-].[Na+] (sodium nitrite), C1CCC2=CC(=CC=C12)N1N=C(CC1=O)C (2-indan-5-yl-5-methyl-2,4-dihydro-pyrazol-3-one), NC=1C(=C(C=C(C1)F)C1=CC(=CC=C1)C(=O)O)O (3′-amino-5′-fluoro-2′-hydroxy-biphenyl-3-carboxylic acid). The product is FC=1C=C(C(=C(C1)C1=CC(=CC=C1)C(=O)O)O)NN=C1C(=NN(C1=O)C=1C=C2CCCC2=CC1)C (5′-fluoro-2′-hydroxy-3′-[N′-(1-indan-5-yl-3-methyl-5-oxo-1,5-dihydro-pyrazol-4-ylidene)-hydrazino]-biphenyl-3-carboxylic acid). Reaction SMILES: [NH2:1][C:2]1[C:3]([OH:18])=[C:4]([C:9]2[CH:14]=[CH:13][CH:12]=[C:11]([C:15]([OH:17])=[O:16])[CH:10]=2)[CH:5]=[C:6]([F:8])[CH:7]=1.[N:19]([O-])=O.[Na+].[CH2:23]1[C:31]2[C:26](=[CH:27][C:28]([N:32]3[C:36](=[O:37])[CH2:35][C:34]([CH3:38])=[N:33]3)=[CH:29][CH:30]=2)[CH2:25][CH2:24]1.C(=O)(O)[O-].[Na+]>Cl.C(O)C>[F:8][C:6]1[CH:7]=[C:2]([NH:1][N:19]=[C:35]2[C:36](=[O:37])[N:32]([C:28]3[CH:27]=[C:26]4[C:31](=[CH:30][CH:29]=3)[CH2:23][CH2:24][CH2:25]4)[N:33]=[C:34]2[CH3:38])[C:3]([OH:18])=[C:4]([C:9]2[CH:14]=[CH:13][CH:12]=[C:11]([C:15]([OH:17])=[O:16])[CH:10]=2)[CH:5]=1 |f:1.2,4.5|. Starting materials: C1(=CC=CC2=CC=CC=C12)CN (1-naphthalenemethylamine), C(=O)(OC(C)(C)C)N[C@@H](CC1=CC=CC=C1)C(=O)O (Boc-L-phenylalanine). The product is C(=O)(OC(C)(C)C)N[C@@H](CC1=CC=CC=C1)C(=O)NCC1=CC=CC2=CC=CC=C12 (N-(Boc-L-phenylalanyl)-1-naphthalenemethylamine). Isolated yield 78.3%. RXN SMILES: [C:1]1([CH2:11][NH2:12])[C:10]2[C:5](=[CH:6][CH:7]=[CH:8][CH:9]=2)[CH:4]=[CH:3][CH:2]=1.[C:13]([NH:20][C@H:21]([C:29](O)=[O:30])[CH2:22][C:23]1[CH:28]=[CH:27][CH:26]=[CH:25][CH:24]=1)([O:15][C:16]([CH3:19])([CH3:18])[CH3:17])=[O:14]>>[C:13]([NH:20][C@H:21]([C:29]([NH:12][CH2:11][C:1]1[C:10]2[C:5](=[CH:6][CH:7]=[CH:8][CH:9]=2)[CH:4]=[CH:3][CH:2]=1)=[O:30])[CH2:22][C:23]1[CH:24]=[CH:25][CH:26]=[CH:27][CH:28]=1)([O:15][C:16]([CH3:18])([CH3:17])[CH3:19])=[O:14]. Procedure details: In substantially the same manner as Working Example 2, 1-naphthalenemethylamine (4.32 g) was condensed with Boc-L-phenylalanine (6.63 g) to give N-(Boc-L-phenylalanyl)-1-naphthalenemethylamine (7.92 g) (yield 91%). The Boc group of the product was deprotected in substantially the same manner as Working Example 91 to give N-(L-phenylalanyl)-1-naphthalenemethylamine hydrochloride (4.24 g) (yield 64%). The compound thus obtained (0.75 g) was condensed, in substantially the same manner as Working Ex...